The task is: describe an organic reaction: reactants, conditions, products, and yield. This data is from the Open Reaction Database (ORD), a public repository of structured organic reaction records. RXN SMILES: [Br:1]Br.[F:3][C:4]1[CH:9]=[CH:8][C:7]([OH:10])=[CH:6][CH:5]=1>ClCCl>[Br:1][C:8]1[CH:9]=[C:4]([F:3])[CH:5]=[CH:6][C:7]=1[OH:10]. Starting materials: BrBr (bromine), FC1=CC=C(C=C1)O (4-fluorophenol). The product is BrC1=C(C=CC(=C1)F)O (2-bromo-4-fluorophenol). Procedure: At -20° C., 15.3 ml of bromine is dripped into 33.6 g of 4-fluorophenol in 300 ml of dichloromethane. After the solution has stood for 24 hours it is colorless. Distillation gives 46 g of 2-bromo-4-fluorophenol of boiling point 70° C./13.3 mbars. Run at time 24 hour. Solvent: ClCCl (dichloromethane). Starting materials: C(#N)C=1C=C(C(=O)OC)C=C(C1)C (methyl 3-cyano-5-methylbenzoate), Cl.NCC=1C=C(C(=O)OC)C=C(C1)OC (Methyl 3-(aminomethyl)-5-methoxybenzoate hydrochloride). Product: Cl.NCC=1C=C(C(=O)OC)C=C(C1)C (Methyl 3-(aminomethyl)-5-methylbenzoate hydrochloride). As a reaction SMILES: [C:1]([C:3]1[CH:4]=[C:5]([CH:10]=[C:11]([CH3:13])[CH:12]=1)[C:6]([O:8][CH3:9])=[O:7])#[N:2].[ClH:14].NCC1C=C(C=C(OC)C=1)C(OC)=O>>[ClH:14].[NH2:2][CH2:1][C:3]1[CH:4]=[C:5]([CH:10]=[C:11]([CH3:13])[CH:12]=1)[C:6]([O:8][CH3:9])=[O:7] |f:1.2,3.4|. Reported procedure: Methyl 3-(aminomethyl)-5-methylbenzoate hydrochloride was prepared from methyl 3-cyano-5-methylbenzoate in an analogous manner to Intermediate 2.